From a dataset of the Open Reaction Database (ORD), a public repository of structured organic reaction records. describe an organic reaction: reactants, conditions, products, and yield Starting materials: COC(=O)C1=NC=2N(C=C1)C=CN2 (imidazo[1,2-α]pyrimidine-7-carboxylic acid methyl ester), [OH-].[NH4+] (ammonium hydroxide). Run at temperature 100 celsius. The product is N=1C=CN2C1N=C(C=C2)C(=O)N (imidazo[1,2-α]pyrimidine-7-carboxylic acid amide). Isolated yield 58.0%. RXN SMILES: C[O:2][C:3]([C:5]1[CH:10]=[CH:9][N:8]2[CH:11]=[CH:12][N:13]=[C:7]2[N:6]=1)=O.[OH-].[NH4+:15]>>[N:13]1[CH:12]=[CH:11][N:8]2[CH:9]=[CH:10][C:5]([C:3]([NH2:15])=[O:2])=[N:6][C:7]=12 |f:1.2|. Reported procedure: A mixture of imidazo[1,2-α]pyrimidine-7-carboxylic acid methyl ester (580 mg) and 28% ammonium hydroxide was heated at 100° C. in a sealed tube for 2 h then cooled to ambient temperature. The resulting solid was filtered, washed with ice-cold water and dried under vacuum to give imidazo[1,2-α]pyrimidine-7-carboxylic acid amide (310 mg, 58%) as a white solid: δH (360 MHz, DMSO) 7.61 (1H, d, J 7), 7.77 (1H, s), 7.92 (1H, d, J 1), 8.09 (1H, d, J 1), 8.32 (1H, s), 9.11 (1H, d, J 7). Reactants: CCC(C)Oc1ccc(OC(C)CN)cc1, CCOC(=O)Cl, [Na+], [OH-], O. Product: CCOC(=O)NCC(C)Oc1ccc(OC(C)CC)cc1. As a reaction SMILES: [CH3:1][CH:2]([CH2:3][CH3:4])[O:5][c:6]1[cH:7][cH:8][c:9]([O:10][CH:11]([CH2:12][NH2:13])[CH3:14])[cH:15][cH:16]1.[Cl:17][C:18](=[O:19])[O:20][CH2:21][CH3:22].[Na+:24].[OH-:23].[OH2:25]>>[CH3:1][CH:2]([CH2:3][CH3:4])[O:5][c:6]1[cH:7][cH:8][c:9]([O:10][CH:11]([CH2:12][NH:13][C:18](=[O:19])[O:20][CH2:21][CH3:22])[CH3:14])[cH:15][cH:16]1. Starting materials: ClC=1C=C(C=CC1C#N)C1=NN(C=C1)C[C@H](C)NC(=O)C=1N=C(N(C1)CCC(C)=O)C ((S)—N-{1-[3-(3-chloro-4-cyanophenyl)-1H-pyrazol-1-yl]propan-2-yl}-2-methyl-1-(3-oxobutyl)-1H-imidazole-4-carboxamide), C[Mg]Br (methylmagnesium bromide). Product: ClC=1C=C(C=CC1C#N)C1=NN(C=C1)C[C@H](C)NC(=O)C=1N=C(N(C1)CCC(C)(C)O)C ((S)—N-{1-[3-(3-Chloro-4-cyanophenyl)-1H-pyrazol-1-yl]propan-2-yl}-1-(3-hydroxy-3-methylbutyl)-2-methyl-1H-imidazole-4-carboxamide). Reaction SMILES: [Cl:1][C:2]1[CH:3]=[C:4]([C:10]2[CH:14]=[CH:13][N:12]([CH2:15][C@@H:16]([NH:18][C:19]([C:21]3[N:22]=[C:23]([CH3:31])[N:24]([CH2:26][CH2:27][C:28](=[O:30])[CH3:29])[CH:25]=3)=[O:20])[CH3:17])[N:11]=2)[CH:5]=[CH:6][C:7]=1[C:8]#[N:9].[CH3:32][Mg]Br>>[Cl:1][C:2]1[CH:3]=[C:4]([C:10]2[CH:14]=[CH:13][N:12]([CH2:15][C@@H:16]([NH:18][C:19]([C:21]3[N:22]=[C:23]([CH3:31])[N:24]([CH2:26][CH2:27][C:28]([OH:30])([CH3:32])[CH3:29])[CH:25]=3)=[O:20])[CH3:17])[N:11]=2)[CH:5]=[CH:6][C:7]=1[C:8]#[N:9]. Procedure details: The title compound was prepared using the method of the previous Example starting from (S)—N-{1-[3-(3-chloro-4-cyanophenyl)-1H-pyrazol-1-yl]propan-2-yl}-2-methyl-1-(3-oxobutyl)-1H-imidazole-4-carboxamide and methylmagnesium bromide. The crude product was purified by flash chromatography on silica gel by using CH2Cl2-MeOH as a gradient eluent (100:1-98:2). The final purification was made by preparative HPLC to obtain the title compound. 1H NMR (400 MHz, CDCl3): 1.22 (3H, d), 1.30 (6H, s), 1.65 (1... Reactants: Cl.C(C)(C)C=1C=C(C=CC1)[C@H](C)N ((S)-1-(3-isopropylphenyl)ethanamine hydrochloride), ClC1=C(CN2C(=C(C3=CC(=CC=C23)C(=O)O)C)C)C=C(C=C1)O[C@H](C(=O)OC)CC ((S)-1-(2-chloro-5-((1-methoxy-1-oxobutan-2-yl)oxy)benzyl)-2,3-dimethyl-1H-indole-5-carboxylic acid). Yields the product ClC1=C(C=C(O[C@H](C(=O)OC)CC)C=C1)CN1C(=C(C2=CC(=CC=C12)C(N[C@@H](C)C1=CC(=CC=C1)C(C)C)=O)C)C ((S)-Methyl 2-(4-chloro-3-((5-(((S)-1-(3-isopropylphenyl)ethyl)carbamoyl)-2,3-dimethyl-1H-indol-1-yl)methyl)phenoxy)butanoate). Reaction SMILES: Cl.[CH:2]([C:5]1[CH:6]=[C:7]([C@@H:11]([NH2:13])[CH3:12])[CH:8]=[CH:9][CH:10]=1)([CH3:4])[CH3:3].[Cl:14][C:15]1[CH:35]=[CH:34][C:33]([O:36][C@@H:37]([CH2:42][CH3:43])[C:38]([O:40][CH3:41])=[O:39])=[CH:32][C:16]=1[CH2:17][N:18]1[C:26]2[C:21](=[CH:22][C:23]([C:27](O)=[O:28])=[CH:24][CH:25]=2)[C:20]([CH3:30])=[C:19]1[CH3:31]>>[Cl:14][C:15]1[CH:35]=[CH:34][C:33]([O:36][C@@H:37]([CH2:42][CH3:43])[C:38]([O:40][CH3:41])=[O:39])=[CH:32][C:16]=1[CH2:17][N:18]1[C:26]2[C:21](=[CH:22][C:23]([C:27](=[O:28])[NH:13][C@H:11]([C:7]3[CH:8]=[CH:9][CH:10]=[C:5]([CH:2]([CH3:4])[CH3:3])[CH:6]=3)[CH3:12])=[CH:24][CH:25]=2)[C:20]([CH3:30])=[C:19]1[CH3:31] |f:0.1|. Procedure: The title compound was prepared following the same protocol as described in Step 5, Example 36, using the (S)-1-(3-isopropylphenyl)ethanamine hydrochloride instead of the (S)-1-(3-cyclopropylphenyl)ethanamine hydrochloride and the (S)-1-(2-chloro-5-((1-methoxy-1-oxobutan-2-yl)oxy)benzyl)-2,3-dimethyl-1H-indole-5-carboxylic acid instead of the 1-(4-(2-methoxy-2-oxoethoxy)benzyl)-2,3-dimethyl-1H-indole-5-carboxylic acid. Starting materials: CC(=O)O, CCO, COC(=O)c1ccc(SC)c(OC2CCCC2)c1, [Na+], [OH-], O. Yields the product CSc1ccc(C(=O)O)cc1OC1CCCC1. Reaction SMILES: [CH3:21][C:22](=[O:23])[OH:24].[CH3:26][CH2:27][OH:28].[CH:1]1([O:6][c:7]2[cH:8][c:9]([C:10](=[O:11])[O:12][CH3:13])[cH:14][cH:15][c:16]2[S:17][CH3:18])[CH2:2][CH2:3][CH2:4][CH2:5]1.[Na+:20].[OH-:19].[OH2:25]>>[CH:1]1([O:6][c:7]2[cH:8][c:9]([C:10](=[O:11])[OH:12])[cH:14][cH:15][c:16]2[S:17][CH3:18])[CH2:2][CH2:3][CH2:4][CH2:5]1. Reactants: C(C)(C)(C)OC(NC1=CC(=CC(=C1)OC=1SC2=C(N1)C=C(C=C2)Cl)Cl)=O ([3-Chloro-5-(5-chloro-benzothiazol-2-yloxy)-phenyl]-carbamic Acid Tert-butyl Ester), FC(C(=O)O)(F)F (trifluoroacetic Acid). Reaction conditions: time 5 hour. The product is ClC=1C=C(C=C(C1)OC=1SC2=C(N1)C=C(C=C2)Cl)N (3-Chloro-5-(5-chloro-benzothiazol-2-yloxy)-phenylamine). Isolated yield 88.5%. As a reaction SMILES: C(OC(=O)[NH:7][C:8]1[CH:13]=[C:12]([O:14][C:15]2[S:16][C:17]3[CH:23]=[CH:22][C:21]([Cl:24])=[CH:20][C:18]=3[N:19]=2)[CH:11]=[C:10]([Cl:25])[CH:9]=1)(C)(C)C.FC(F)(F)C(O)=O>>[Cl:25][C:10]1[CH:9]=[C:8]([NH2:7])[CH:13]=[C:12]([O:14][C:15]2[S:16][C:17]3[CH:23]=[CH:22][C:21]([Cl:24])=[CH:20][C:18]=3[N:19]=2)[CH:11]=1. Reported procedure: To [3-chloro-5-(5-chloro-benzothiazol-2-yloxy)-phenyl]-carbamic Acid tert-butyl ester (263, 1.17 g, 2.85 mmol) was added trifluoroacetic Acid. The mixture was stirred at ambient temperature for 5 h, at which time TLC showed there was no starting material remained. The mixture was concentrated to dryness under reduced pressure, dissolved in EtOAc. The organic solution was washed with 1N NaOH, washed twice with a brine solution, dried over Na2SO4 and concentrated. The residue was purified by chrom... Starting materials: Nc1ccc(S(=O)(=O)c2cc(Br)nc(Br)c2)cc1, CO, N, C1COCCO1. The product is Nc1ccc(S(=O)(=O)c2cc(N)nc(Br)c2)cc1. RXN SMILES: [Br:1][c:2]1[n:3][c:4]([Br:18])[cH:5][c:6]([S:8](=[O:9])(=[O:10])[c:11]2[cH:12][cH:13][c:14]([NH2:17])[cH:15][cH:16]2)[cH:7]1.[CH3:26][OH:27].[NH3:19].[O:20]1[CH2:21][CH2:22][O:23][CH2:24][CH2:25]1>>[Br:1][c:2]1[n:3][c:4]([NH2:19])[cH:5][c:6]([S:8](=[O:9])(=[O:10])[c:11]2[cH:12][cH:13][c:14]([NH2:17])[cH:15][cH:16]2)[cH:7]1. Procedure: Following a procedure similar to that described in Example 12, but using 500 mg of radicicol, 878 mg of isopalmitic acid, 20 ml of dry tetrahydrofuran, 848 mg of dicyclohexylcarbodiimide and a catalytic amount of dimethylaminopyridine, 1.12 g of the title compound were obtained. Starting materials: C1(CCCCC1)N=C=NC1CCCCC1 (dicyclohexylcarbodiimide), C[C@@H]1C[C@H]2[C@H](O2)/C=C\C=C\C(=O)CC3=C(C(=CC(=C3Cl)O)O)C(=O)O1 (radicicol), CC(C)CCCCCCCCCCCCC(=O)O (isopalmitic acid). RXN SMILES: [CH3:1][C@H]1OC(=O)C2C(O)=CC(O)=C(Cl)C=2CC(=O)C=CC=C[C@H]2O[C@H]2C1.CC(CCCCCCCCCCCCC(O)=O)C.[CH:44]1([N:50]=[C:51]=[N:52][CH:53]2[CH2:58][CH2:57][CH2:56]CC2)CCCCC1>O1CCCC1>[CH3:1][N:50]([C:51]1[CH:56]=[CH:57][CH:58]=[CH:53][N:52]=1)[CH3:44]. Product: CN(C)C1=NC=CC=C1 (dimethylaminopyridine), title compound. Run in O1CCCC1 (tetrahydrofuran). The reactants are S1C(=CC=C1)NC(=O)NC1CCN(CC1)CC(=O)C1COC2=C(O1)C=CC=C2 (1-[2-Thienyl]-3-[1-(2-[1,4-benzodioxan-2-yl]-2-oxoethyl)piperid-4-yl]urea), [BH4-].[Na+] (sodium borohydride), N1CCC(CC1)NC(=O)NC=1SC=CC1 (1-(piperid-4-yl)-3-(2-thienyl)urea), BrCC(=O)C1COC2=C(O1)C=CC=C2 (2-bromoacetyl-1,4-benzodioxan). Run in CN(C)C=O.CCN(CC)CC (DMF Et3N), [OH-].[Na+] (sodium hydroxide). Yields the product S1C(=CC=C1)NC(=O)NC1CCN(CC1)CC(O)C1COC2=C(O1)C=CC=C2 (1-[2-Thienyl]-3-[1-(2-[1,4-benzodioxan-2-yl]-2-hydroxyethyl)piperid-4-yl]urea). Reaction SMILES: [S:1]1[CH:5]=[CH:4][CH:3]=[C:2]1[NH:6][C:7]([NH:9][CH:10]1[CH2:15][CH2:14][N:13]([CH2:16][C:17]([CH:19]2[O:24][C:23]3[CH:25]=[CH:26][CH:27]=[CH:28][C:22]=3[O:21][CH2:20]2)=[O:18])[CH2:12][CH2:11]1)=[O:8].N1CCC(NC(NC2SC=CC=2)=O)CC1.BrCC(C1OC2C=CC=CC=2OC1)=O.[BH4-].[Na+]>CN(C=O)C.CCN(CC)CC.[OH-].[Na+]>[S:1]1[CH:5]=[CH:4][CH:3]=[C:2]1[NH:6][C:7]([NH:9][CH:10]1[CH2:15][CH2:14][N:13]([CH2:16][CH:17]([CH:19]2[O:24][C:23]3[CH:25]=[CH:26][CH:27]=[CH:28][C:22]=3[O:21][CH2:20]2)[OH:18])[CH2:12][CH2:11]1)=[O:8] |f:3.4,5.6,7.8|. Procedure details: 1-[2-Thienyl]-3-[1-(2-[1,4-benzodioxan-2-yl]-2-oxoethyl)piperid-4-yl]urea, prepared by reacting 1-(piperid-4-yl)-3-(2-thienyl)urea with 2-bromoacetyl-1,4-benzodioxan in DMF/Et3N, may be reduced using sodium borohydride in 2 N sodium hydroxide to give the title compound. Reactants: ClS(=O)(=O)O (Chlorosulfonic acid), BrC1=C(C=C(C(=O)O)C=C1)C (4-Bromo-3-methyl-benzoic acid). Run in ice. Yields the product BrC1=C(C=C(C(=O)O)C=C1C)S(=O)(=O)Cl (4-Bromo-3-chlorosulfonyl-5-methyl-benzoic acid). RXN SMILES: [Cl:1][S:2]([OH:5])(=O)=[O:3].[Br:6][C:7]1[CH:15]=[CH:14][C:10]([C:11]([OH:13])=[O:12])=[CH:9][C:8]=1[CH3:16]>>[Br:6][C:7]1[C:8]([CH3:16])=[CH:9][C:10]([C:11]([OH:13])=[O:12])=[CH:14][C:15]=1[S:2]([Cl:1])(=[O:5])=[O:3]. Procedure details: Chlorosulfonic acid (150 mL, 2.18 mol) was added slowly to compound of Example 1b (74 g, 0.344 mol) at 0° C. The reaction mixture was refluxed for 4.5 h and then was poured into ice-cold water (1500 mL) with stirring. The solid was filtered, washed with water till filtrate was neutral and dried to obtain the title compound. Yield: 72.40 g (66.8%); 1H NMR (DMSO-d6, 300 MHz): δ 2.40 (s, 3H, CH3), 7.80 (s, 1H, Ar), 8.30 (s, 1H, Ar); MS: m/e (ES−) 315 (M−1).